Task: describe an organic reaction: reactants, conditions, products, and yield. Dataset: the Open Reaction Database (ORD), a public repository of structured organic reaction records The reactants are CC1=CC(=C2C=CNC2=C1)[N+](=O)[O-] (6-methyl-4-nitro-1H-indole), CI (methyl iodide). Product: CN1C=CC=2C(=CC(=CC12)C)N (1,6-dimethyl-1H-indol-4-amine). Reaction SMILES: [CH3:1][C:2]1[CH:10]=[C:9]2[C:5]([CH:6]=[CH:7][NH:8]2)=[C:4]([N+:11]([O-])=O)[CH:3]=1.[CH3:14]I>>[CH3:14][N:8]1[C:9]2[CH:10]=[C:2]([CH3:1])[CH:3]=[C:4]([NH2:11])[C:5]=2[CH:6]=[CH:7]1. Reported procedure: In accordance with Example 9 (Steps 1 and 2), 6-methyl-4-nitro-1H-indole was used instead of 4-nitro-1H-indole, and methyl iodide was used instead of ethyl bromide-d5 to obtain 1,6-dimethyl-1H-indol-4-amine. The reactants are OCC1CNCCC1 (3-hydroxymethyl-piperidine), C(=O)O (formic acid), solution, C=O (formaldehyde). Product: CN1CC(CCC1)CO (N-methyl-3-hydroxymethylpiperidine). Yield: 76.1%. Reaction SMILES: [OH:1][CH2:2][CH:3]1[CH2:8][CH2:7][CH2:6][NH:5][CH2:4]1.[CH:9](O)=O.C=O>>[CH3:9][N:5]1[CH2:6][CH2:7][CH2:8][CH:3]([CH2:2][OH:1])[CH2:4]1. Procedure details: A! At 0° C., 3-hydroxymethyl-piperidine (20 g, 173 mmoles) was slowly added to formic acid (63 ml, 1.66 moles) then a 40% solution of formaldehyde was added (62.4 ml, 833 mmoles). The mixture was refluxed for 5 hours, then the solvent was evaporated and the residue taken up in little water, brought to basic pH with 32% sodium hydroxide and extracted with ethyl ether. The organic phase was anhydrified over sodium sulfate and evaporated. The resultant crude was purified by distillation and provide... Reactants: ClCCl, OCc1cncc(Oc2ccccc2)c1. Yields the product O=Cc1cncc(Oc2ccccc2)c1. Reaction SMILES: [CH2:16]([Cl:17])[Cl:18].[O:1]([c:2]1[cH:3][cH:4][cH:5][cH:6][cH:7]1)[c:8]1[cH:9][c:10]([CH2:14][OH:15])[cH:11][n:12][cH:13]1>>[O:1]([c:2]1[cH:3][cH:4][cH:5][cH:6][cH:7]1)[c:8]1[cH:9][c:10]([CH:14]=[O:15])[cH:11][n:12][cH:13]1. The reactants are C(C1=CC=CC=C1)NS(=O)(=O)CC1=CC=C(CC2=CC=C(C=C2)N)C=C1 (4-(4-benzylaminosulfonylmethylbenzyl)-phenylamine), ClC=1NCCN1 (2-chloro-imidazoline), C([O-])([O-])=O.[K+].[K+] (potassium carbonate). The solvent is CC(C)O (2-propanol). Yields the product C(C1=CC=CC=C1)NS(=O)(=O)CC1=CC=C(CC2=CC=C(C=C2)NC=2NCCN2)C=C1 (2-[4-(4-benzylaminosulfonylmethylbenzyl)-phenyl]amino-imidazoline). As a reaction SMILES: [CH2:1]([NH:8][S:9]([CH2:12][C:13]1[CH:26]=[CH:25][C:16]([CH2:17][C:18]2[CH:23]=[CH:22][C:21]([NH2:24])=[CH:20][CH:19]=2)=[CH:15][CH:14]=1)(=[O:11])=[O:10])[C:2]1[CH:7]=[CH:6][CH:5]=[CH:4][CH:3]=1.Cl[C:28]1[NH:29][CH2:30][CH2:31][N:32]=1.C(=O)([O-])[O-].[K+].[K+]>CC(O)C>[CH2:1]([NH:8][S:9]([CH2:12][C:13]1[CH:14]=[CH:15][C:16]([CH2:17][C:18]2[CH:19]=[CH:20][C:21]([NH:24][C:28]3[NH:32][CH2:31][CH2:30][N:29]=3)=[CH:22][CH:23]=2)=[CH:25][CH:26]=1)(=[O:11])=[O:10])[C:2]1[CH:3]=[CH:4][CH:5]=[CH:6][CH:7]=1 |f:2.3.4|. Procedure details: A mixture of 4-(4-benzylaminosulfonylmethylbenzyl)-phenylamine (39 mg) and 2-chloro-imidazoline base (1 eq ) in 2-propanol was heated under reflux for 16 hours. A dilute solution of potassium carbonate was poured into the mixture and extracted with dichloromethane (4×15 mL). Solvents were evaported to give 2-[4-(4-benzylaminosulfonylmethylbenzyl)-phenyl]amino-imidazoline as a solid (41.7 mg), m.p. 115-118° C.; Analysis for C24H25CIN4O2S.H2O: Calc.: C, 58.94; H, 5.98; N, 11.46; Found: C, 59.01; H...